From a dataset of the Open Reaction Database (ORD), a public repository of structured organic reaction records. describe an organic reaction: reactants, conditions, products, and yield The reactants are ClC=1C(=NC(=NC1)OC)N1C[C@H](N(CC1)C1=NC(=NC(=C1)C1=CC=C(C=C1)F)Cl)C (5-chloro-4-((R)-4-(2-chloro-6-(4-fluorophenyl)pyrimidin-4-yl)-3-methylpiperazin-1-yl)-2-methoxypyrimidine), Br.C[C@H]1NCCC1 ((R)-2-methylpyrrolidine hydrobromide), C(=O)([O-])[O-].[K+].[K+] (K2CO3). Run in CC#N (CH3CN). Product: ClC=1C(=NC(=NC1)OC)N1C[C@H](N(CC1)C1=NC(=NC(=C1)C1=CC=C(C=C1)F)N1[C@@H](CCC1)C)C (5-chloro-4-((R)-4-(6-(4-fluorophenyl)-2-((R)-2-methylpyrrolidin-1-yl)pyrimidin-4-yl)-3-methylpiperazin-1-yl)-2-methoxypyrimidine). Reaction SMILES: [Cl:1][C:2]1[C:3]([N:10]2[CH2:15][CH2:14][N:13]([C:16]3[CH:21]=[C:20]([C:22]4[CH:27]=[CH:26][C:25]([F:28])=[CH:24][CH:23]=4)[N:19]=[C:18](Cl)[N:17]=3)[C@H:12]([CH3:30])[CH2:11]2)=[N:4][C:5]([O:8][CH3:9])=[N:6][CH:7]=1.Br.[CH3:32][C@@H:33]1[CH2:37][CH2:36][CH2:35][NH:34]1.C([O-])([O-])=O.[K+].[K+]>CC#N>[Cl:1][C:2]1[C:3]([N:10]2[CH2:15][CH2:14][N:13]([C:16]3[CH:21]=[C:20]([C:22]4[CH:27]=[CH:26][C:25]([F:28])=[CH:24][CH:23]=4)[N:19]=[C:18]([N:34]4[CH2:35][CH2:36][CH2:37][C@H:33]4[CH3:32])[N:17]=3)[C@H:12]([CH3:30])[CH2:11]2)=[N:4][C:5]([O:8][CH3:9])=[N:6][CH:7]=1 |f:1.2,3.4.5|. Reported procedure: Dissolve 5-chloro-4-((R)-4-(2-chloro-6-(4-fluorophenyl)pyrimidin-4-yl)-3-methylpiperazin-1-yl)-2-methoxypyrimidine (45 mg, 0.1 mmol) and (R)-2-methylpyrrolidine hydrobromide (0.2 mmol, prepared essentially as described by Nijhuis et. al. (1989) J. Org. Chem. 54:209-216) in CH3CN (2.0 mL) under nitrogen atmosphere. Add K2CO3 (55 mg, 0.4 mmol) and heat at 80° C. for 20 hours. Concentrate under vacuum, dilute with water (5.0 mL), extract with EtOAc (3×3 mL) and dry with MgSO4. Filter, and concentra... Reaction SMILES: [N:1]1([C:65](OC(C)(C)C)=O)[CH2:64][CH2:63][CH2:62][C@H:2]1[C:3]([NH:5][C@@H:6]([C:17]([NH:19][C@H:20]([C:28]([N:30]([CH3:61])[C@@H:31]([C:42]([NH:44][C@H:45]([C:50]([NH:52][C@H:53]([C:58]([NH2:60])=[O:59])CCSC)=[O:51])[CH2:46][CH:47]([CH3:49])[CH3:48])=[O:43])[CH2:32][C:33]1[C:41]2[C:36](=[CH:37][CH:38]=[CH:39][CH:40]=2)[NH:35][CH:34]=1)=[O:29])[CH2:21][C:22]1[CH:27]=[CH:26][CH:25]=[CH:24][CH:23]=1)=[O:18])[CH2:7][C:8]1[C:16]2[C:11](=[CH:12][CH:13]=[CH:14][CH:15]=2)[NH:10][CH:9]=1)=[O:4].F[C:73](F)(F)C(O)=O.[CH:79]([SH:82])(S)[CH3:80]>CSC>[NH:1]1[CH2:65][CH2:64][CH2:63][CH2:62][C@H:2]1[C:3]([NH:5][C@@H:6]([C:17]([NH:19][C@H:20]([C:28]([N:30]([CH3:61])[C@@H:31]([C:42]([NH:44][C@H:45]([C:50]([NH:52][C@H:53]([C:58]([NH2:60])=[O:59])[CH2:80][CH2:79][S:82][CH3:73])=[O:51])[CH2:46][CH:47]([CH3:49])[CH3:48])=[O:43])[CH2:32][C:33]1[C:41]2[C:36](=[CH:37][CH:38]=[CH:39][CH:40]=2)[NH:35][CH:34]=1)=[O:29])[CH2:21][C:22]1[CH:27]=[CH:26][CH:25]=[CH:24][CH:23]=1)=[O:18])[CH2:7][C:8]1[C:16]2[C:11](=[CH:12][CH:13]=[CH:14][CH:15]=2)[NH:10][CH:9]=1)=[O:4]. The solvent is CSC (dimethyl sulfide). Product: N1[C@H](C(=O)N[C@H](CC2=CNC3=CC=CC=C23)C(=O)N[C@@H](CC2=CC=CC=C2)C(=O)N([C@H](CC2=CNC3=CC=CC=C23)C(=O)N[C@@H](CC(C)C)C(=O)N[C@@H](CCSC)C(=O)N)C)CCCC1 (HPro-DTrp-Phe-MeDTrp-Leu-MetNH2). Procedure details: Condensation of BocPro-DTrp-Phe-MeDTrpNHNH2 (0.840 g.) and HLeu-MetNH2 (0.328 g.) by the acyl azide method (Yajima et al., Chem. Pharm. Bull., vol. 19, p. 1900, 1971) gave BocPro-DTrp-Phe-MeDTrp-Leu-MetNH2 in 57% yield. De-t-butoxycarbonylation of BocPro-DTrp-Phe-MeDTrp-Leu-MetNH2 (0.450 g.) using trifluoroacetic acid in dimethyl sulfide and ethanedithiol gave HPro-DTrp-Phe-MeDTrp-Leu-MetNH2, which was isolated as the crystalline white solid (m.r. 150°-175° C.) hydrochloride hydrate (3:2) in 59%... The reactants are N1([C@H](C(=O)N[C@H](CC2=CNC3=CC=CC=C23)C(=O)N[C@@H](CC2=CC=CC=C2)C(=O)N([C@H](CC2=CNC3=CC=CC=C23)C(=O)N[C@@H](CC(C)C)C(=O)N[C@@H](CCSC)C(=O)N)C)CCC1)C(=O)OC(C)(C)C (BocPro-DTrp-Phe-MeDTrp-Leu-MetNH2), FC(C(=O)O)(F)F (trifluoroacetic acid), C(C)(S)S (ethanedithiol).